From a dataset of the Open Reaction Database (ORD), a public repository of structured organic reaction records. describe an organic reaction: reactants, conditions, products, and yield Reactants: C=C(Cl)C(=O)OC, Cl, [Na+], [OH-], O, O=C(O)CS. Yields the product COC(=O)C(Cl)CSCC(=O)O. As a reaction SMILES: [CH3:8][O:9][C:10]([C:11](=[CH2:12])[Cl:13])=[O:14].[ClH:15].[Na+:2].[OH-:1].[OH2:16].[SH:3][CH2:4][C:5](=[O:6])[OH:7]>>[S:3]([CH2:4][C:5](=[O:6])[OH:7])[CH2:12][CH:11]([C:10]([O:9][CH3:8])=[O:14])[Cl:13].